Dataset: the Open Reaction Database (ORD), a public repository of structured organic reaction records. Task: describe an organic reaction: reactants, conditions, products, and yield The reactants are CC12CCC3C(=CC=C4CC(O[Si](C)(C)C(C)(C)C)CC(O[Si](C)(C)C(C)(C)C)C43C)C1CC=C2CBr, CC([O-])=S, CC(C)=O, CCCCCC, [K+]. Yields the product CC(=O)SCC1=CCC2C3=CC=C4CC(O[Si](C)(C)C(C)(C)C)CC(O[Si](C)(C)C(C)(C)C)C4(C)C3CCC12C. RXN SMILES: [C:1]([CH3:2])([CH3:3])([CH3:4])[Si:5]([O:6][CH:7]1[CH2:8][CH:9]([O:28][Si:29]([CH3:30])([CH3:31])[C:32]([CH3:33])([CH3:34])[CH3:35])[CH2:10][C:11]2=[CH:12][CH:13]=[C:14]3[CH:15]4[CH2:16][CH:17]=[C:18]([CH2:26][Br:27])[C:19]4([CH3:20])[CH2:21][CH2:22][CH:23]3[C:24]12[CH3:25])([CH3:36])[CH3:37].[C:38]([CH3:39])(=[S:40])[O-:41].[CH3:43][C:44](=[O:45])[CH3:46].[CH3:47][CH2:48][CH2:49][CH2:50][CH2:51][CH3:52].[K+:42]>>[C:1]([CH3:2])([CH3:3])([CH3:4])[Si:5]([O:6][CH:7]1[CH2:8][CH:9]([O:28][Si:29]([CH3:30])([CH3:31])[C:32]([CH3:33])([CH3:34])[CH3:35])[CH2:10][C:11]2=[CH:12][CH:13]=[C:14]3[CH:15]4[CH2:16][CH:17]=[C:18]([CH2:26][S:40][C:38]([CH3:39])=[O:41])[C:19]4([CH3:20])[CH2:21][CH2:22][CH:23]3[C:24]12[CH3:25])([CH3:36])[CH3:37]. Reactants: [Si](Cl)(Cl)(C)C (Me2SiCl2), C1(=CC=CC=C1)C=1CC2=CC=CC=C2C1 (2-phenylindene), solution, [Li]CCCC (n-BuLi). The solvent is CCOCC (ether), CCOCC (Et2O). Run at time 50 minute. The product is Cl[Si](C1C(=CC2=CC=CC=C12)C1=CC=CC=C1)(C)C (chlorodimethyl-(2-phenyl-1-indenyl)silane). As a reaction SMILES: [C:1]1([C:7]2[CH2:8][C:9]3[C:14]([CH:15]=2)=[CH:13][CH:12]=[CH:11][CH:10]=3)[CH:6]=[CH:5][CH:4]=[CH:3][CH:2]=1.[Li]CCCC.[Si:21]([CH3:25])([CH3:24])(Cl)[Cl:22]>CCOCC>[Cl:22][Si:21]([CH3:25])([CH3:24])[CH:8]1[C:9]2[C:14](=[CH:13][CH:12]=[CH:11][CH:10]=2)[CH:15]=[C:7]1[C:1]1[CH:2]=[CH:3][CH:4]=[CH:5][CH:6]=1. Procedure details: A solution of 0.96 g (5.0 mmol) of 2-phenylindene in 30 mL of Et2O was treated at −70° C. with 3.13 mL (5.0 mmol) of a 1.6 M solution of n-BuLi. After the addition, the mixture was allowed to warm to room temperature and stirred for 50 min. Then it was cooled again to −70° C. and treated with a solution of 0.65 g (5.0 mmol) of Me2SiCl2 in 10 mL of ether. When the addition was completed, the mixture was allowed to reach room temperature and stirred overnight. The resulting reaction mixture was fi... Starting materials: C(#N)C=1C=CC2=C(CN([C@@H](CN2CC=2N=CN(C2)C(=O)OC(C)(C)C)CC2=CC=CC=C2)S(=O)(=O)C)C1 ((R)-7-cyano-2,3,4,5-tetrahydro-1-[(((1,1-dimethylethoxy)carbonyl)-1H-imidazol-4-yl)methyl]-4-(methylsuIfonyl)-3-(phenylmethyl)-1H-1,4-benzodiazepine), 3A, Cl.N1C=NC(=C1)CN1CCN(CC2=C1C=CC=C2)C(=O)C2=CC=CC1=CC=CC=C21 (2,3,4,5-Tetrahydro-1-(1H-imidazol-4-ylmethyl)-4-(1-naphthalenylcarbonyl)-1H-1,4-benzodiazepine, hydrochloride), ClC(C)Cl (dichioroethane). Product: Cl.C(#N)C=1C=CC2=C(CN([C@@H](CN2CC=2N=CNC2)CC2=CC=CC=C2)S(=O)(=O)OCC)C1 ((R)-7-Cyano-1,2,3,5-tetrahydro-1-(1H-imidazol-4-ylmethyl)-3-(phenylmethyl)-4H-1,4-benzodiazepine-4-sulfonic acid, ethyl ester, hydrochloride). RXN SMILES: [C:1]([C:3]1[CH:4]=[CH:5][C:6]2[N:12]([CH2:13][C:14]3[N:15]=[CH:16][N:17](C(OC(C)(C)C)=O)[CH:18]=3)[CH2:11][C@@H:10]([CH2:26][C:27]3[CH:32]=[CH:31][CH:30]=[CH:29][CH:28]=3)[N:9]([S:33](C)(=[O:35])=[O:34])[CH2:8][C:7]=2[CH:37]=1)#[N:2].Cl.N1C=C(CN2C3C=CC=CC=3CN([C:56]([C:58]3C4C(=CC=CC=4)C=CC=3)=[O:57])CC2)N=C1.[Cl:68]C(Cl)C>>[ClH:68].[C:1]([C:3]1[CH:4]=[CH:5][C:6]2[N:12]([CH2:13][C:14]3[N:15]=[CH:16][NH:17][CH:18]=3)[CH2:11][C@@H:10]([CH2:26][C:27]3[CH:28]=[CH:29][CH:30]=[CH:31][CH:32]=3)[N:9]([S:33]([O:57][CH2:56][CH3:58])(=[O:34])=[O:35])[CH2:8][C:7]=2[CH:37]=1)#[N:2] |f:1.2,4.5|. Procedure: Example 256 was prepared from Compound A as described for Compound D of Example 1, using dichioroethane and 3A sieves. Purification by preparative HPLC followed by conversion to the HCl salt and lyophilization afforded Example 256.